Task: describe an organic reaction: reactants, conditions, products, and yield. Dataset: the Open Reaction Database (ORD), a public repository of structured organic reaction records Reactants: COC(C1=CC=C(C=C1)NC(=O)NC1=CC=2C(CCC(C2C=C1)N(C)C1CC1)(C)C)=O (4-{3-[5-(cyclopropyl-methyl-amino)-8,8-dimethyl-5,6,7,8-tetrahydro-naphthalen-2-yl]-ureido}-benzoic acid methyl ester), COC(C1=CC=C(C=C1)NC(=O)NC1=CC=2C(CCC(C2C=C1)N(C)C1CC1)(C)C)=O (4-{3-[5-(cyclopropyl-methyl-amino)-8,8-dimethyl-5,6,7,8-tetrahydro-naphthalen-2-yl]-ureido}-benzoic acid methyl ester), solution, [OH-].[Na+] (sodium hydroxide), Cl (hydrochloric acid). The solvent is CO (methanol), O1CCCC1 (tetrahydrofuran). Reaction conditions: time 8 hour. The product is C1(CC1)N(C1C=2C=CC(=CC2C(CC1)(C)C)NC(NC1=CC=C(C(=O)O)C=C1)=O)C (4-{3-[5-(Cyclopropyl-methyl-amino)-8,8-dimethyl-5,6,7,8-tetrahydro-naphthalen-2-yl]-ureido}-benzoic acid). Isolated yield 27.8%. Reaction SMILES: C[O:2][C:3](=[O:31])[C:4]1[CH:9]=[CH:8][C:7]([NH:10][C:11]([NH:13][C:14]2[CH:23]=[CH:22][C:21]3[CH:20]([N:24]([CH:26]4[CH2:28][CH2:27]4)[CH3:25])[CH2:19][CH2:18][C:17]([CH3:30])([CH3:29])[C:16]=3[CH:15]=2)=[O:12])=[CH:6][CH:5]=1.[OH-].[Na+].Cl>CO.O1CCCC1>[CH:26]1([N:24]([CH3:25])[CH:20]2[CH2:19][CH2:18][C:17]([CH3:29])([CH3:30])[C:16]3[CH:15]=[C:14]([NH:13][C:11](=[O:12])[NH:10][C:7]4[CH:6]=[CH:5][C:4]([C:3]([OH:31])=[O:2])=[CH:9][CH:8]=4)[CH:23]=[CH:22][C:21]2=3)[CH2:28][CH2:27]1 |f:1.2|. Procedure: A solution of 4-{3-[5-(cyclopropyl-methyl-amino)-8,8-dimethyl-5,6,7,8-tetrahydro-naphthalen-2-yl]-ureido}-benzoic acid methyl ester (Intermediate 59, 0.045 g, 0.106 mmol) in methanol (2 mL) and tetrahydrofuran (3 mL) was treated with a 2M solution of sodium hydroxide (1 mL, 2 mmol) and the resulting reaction mixture was stirred at ambient temperature overnight. The reaction mixture was neutralized with 5% aqueous hydrochloric acid and extracted with ethyl acetate. The organic phase was washed wi... The reactants are C(C)(C)(C)OO (Tert-butyl hydroperoxide), FeSO4.7H2O, COC(=O)C1=NC=CN=C1 (methyl-2-pyrazine carboxylate), C(CC)=O (propionaldehyde), Na2S2O5, starch iodide. Run in O (water), OS(=O)(=O)O (H2SO4). Reaction conditions: time 2 hour. Product: COC(=O)C1=NC=C(N=C1)C(CC)=O (methyl-5-propionyl-2-pyrazinecarboxylate). The yield is 60.7%. Reaction SMILES: C(OO)(C)(C)C.[CH3:7][O:8][C:9]([C:11]1[CH:16]=[N:15][CH:14]=[CH:13][N:12]=1)=[O:10].[CH:17](=[O:20])[CH2:18][CH3:19]>O.OS(O)(=O)=O>[CH3:7][O:8][C:9]([C:11]1[CH:16]=[N:15][C:14]([C:17](=[O:20])[CH2:18][CH3:19])=[CH:13][N:12]=1)=[O:10]. Procedure: Tert-butyl hydroperoxide (70%, 1.0 ml, 7.25 mmol) and a solution of FeSO4.7H2O (3.02 g, 10.9 mmol) in water (8 ml) were added concurrently to a solution of methyl-2-pyrazine carboxylate (250 mg, 1.81 mmol) and propionaldehyde (0.78 ml, 0.9 mmol) in H2SO4 (0.75 ml) at 0 C. The reaction was allowed to warm to room temperature and was stirred for 2 hours. Solid Na2S2O5 was added (until starch/iodide test negative) and the mixture extracted with dichloromethane. Concentration in vacuo and flash colu... Starting materials: C(C)(=O)OC1=C(C(=C(OCC2CO2)C=C1C)C)C (1-(4-acetoxy-2,3,5-trimethylphenoxy)-2,3-epoxypropane), COC1=C(C=CC=C1)N1CCNCC1 (1-(2-methoxyphenyl)piperazine). The solvent is O1CCOCC1 (dioxane). Product: CC1=C(OCC(CN2CCN(CC2)C2=C(C=CC=C2)OC)O)C=C(C(=C1C)O)C (1-(2,3,5-Trimethyl-4-hydroxyphenoxy)-3-[4-(2-methoxyphenyl)-1-piperazinyl]propan-2-ol). The yield is 33.2%. As a reaction SMILES: C([O:4][C:5]1[C:15]([CH3:16])=[CH:14][C:8]([O:9][CH2:10][CH:11]2[O:13][CH2:12]2)=[C:7]([CH3:17])[C:6]=1[CH3:18])(=O)C.[CH3:19][O:20][C:21]1[CH:26]=[CH:25][CH:24]=[CH:23][C:22]=1[N:27]1[CH2:32][CH2:31][NH:30][CH2:29][CH2:28]1>O1CCOCC1>[CH3:17][C:7]1[C:6]([CH3:18])=[C:5]([OH:4])[C:15]([CH3:16])=[CH:14][C:8]=1[O:9][CH2:10][CH:11]([OH:13])[CH2:12][N:30]1[CH2:29][CH2:28][N:27]([C:22]2[CH:23]=[CH:24][CH:25]=[CH:26][C:21]=2[O:20][CH3:19])[CH2:32][CH2:31]1. Reported procedure: Using 3.88 g of 1-(4-acetoxy-2,3,5-trimethylphenoxy)-2,3-epoxypropane, 3.58 g of 1-(2-methoxyphenyl)piperazine and 100 ml of dioxane, reaction and workup were carried out as in Examples 1-A and 4. After hydrolysis and workup, the residue obtained was recrystallized from benzene-hexane to give 2.06 g of white crystals, m.p. 163-165° C. Starting materials: starch hexanoate, C(C)(=O)OCCC (n-propyl acetate). Run in C(C)O (ethanol). Reaction conditions: temperature 60 celsius. Product: C(C)O.C(C)(=O)OCCC (ethanol n-propyl acetate). As a reaction SMILES: [C:1]([O:4][CH2:5][CH2:6][CH3:7])(=[O:3])[CH3:2]>C(O)C>[CH2:1]([OH:3])[CH3:2].[C:1]([O:4][CH2:5][CH2:6][CH3:7])(=[O:3])[CH3:2] |f:2.3|. Reported procedure: The dried high DS starch hexanoate described above (Ex. 12, 71.3 g), ethanol (65.2 g), and n-propyl acetate (65.2 g) were charged to a 500 mL round bottom flask, equipped with condenser, overhead stirrer, nitrogen blanket, thermocouple and heating mantle. The mixture was heated to 60° C. for about 1 hr. to form a transparent, low viscosity solution at 30 wt % solids in 50/50 ethanol/n-propyl acetate. Starting materials: ICCCN1C(=CC=C1)CC#N (1-(3-Iodopropyl)pyrrol-2-acetonitrile), [H-].[Na+] (sodium hydride), [Cl-].[Na+] (sodium chloride), CCCCCC.C(C)(=O)OCC (hexane ethyl acetate). Run in CN(C=O)C (dimethylformamide). Run at time 1 hour. The product is C(#N)C1C=2N(CCC1)C=CC2 (8-cyano-5,6,7,8-tetrahydropyrrolo[1,2-a]pyridine). RXN SMILES: I[CH2:2][CH2:3][CH2:4][N:5]1[CH:9]=[CH:8][CH:7]=[C:6]1[CH2:10][C:11]#[N:12].[H-].[Na+].CCCCCC.C(OCC)(=O)C.[Cl-].[Na+]>CN(C)C=O>[C:11]([CH:10]1[CH2:2][CH2:3][CH2:4][N:5]2[CH:9]=[CH:8][CH:7]=[C:6]12)#[N:12] |f:1.2,3.4,5.6|. Procedure: 1-(3-Iodopropyl)pyrrol-2-acetonitrile (31 g., 0.128 moles) is dissolved in dry dimethylformanide (35 ml.) is added with stirring to a cooled (-5°) suspension of sodium hydride (50%, 7.5 g., 0.156 moles) in dry dimethylformamide (100 ml.), maintained in an atmosphere of dry nitrogen, at a rate such that the reaction temperature is maintained between -5° to +5°. When the addition is completed, stirring at this temperature is continued for 1 hour at which time the starting material is shown to be a... As a reaction SMILES: [Cl:1][C:2]1[C:10]([Cl:11])=[CH:9][CH:8]=[C:7]([Cl:12])[C:3]=1[C:4]([OH:6])=[O:5].[N+:13]([O-])([OH:15])=[O:14]>S(=O)(=O)(O)O>[N+:13]([C:8]1[C:7]([Cl:12])=[C:3]([C:2]([Cl:1])=[C:10]([Cl:11])[CH:9]=1)[C:4]([OH:6])=[O:5])([O-:15])=[O:14]. Run in S(O)(O)(=O)=O (sulfuric acid), S(O)(O)(=O)=O (sulfuric acid), S(O)(O)(=O)=O (sulfuric acid). Run at temperature 43 celsius, time 1.5 hour. Yield: 94.0%. Procedure details: 2,3,6-Trichlorobenzoic acid (20.84 g, 92.4 mmol, prepared by the method of M. T. Goebel, U.S. Pat. No. 3,391,185, E.I. DuPont, Jul. 2, 1968) was stirred at 40°-45° C. in 89.1 mL of concentrated sulfuric acid. A solution containing 23.2 g of concentrated sulfuric acid and 23.2 g of fuming nitric acid was added at a rate so to maintain the temperature between 40°-45° C. An additional 20 mL of concentrated sulfuric acid was added. The reaction mixture was stirred at 43° C. for 1.5 hours and then po... The product is [N+](=O)([O-])C=1C(=C(C(=O)O)C(=C(C1)Cl)Cl)Cl (3-nitro-2,5,6-trichlorobenzoic acid). The reactants are ClC1=C(C(=O)O)C(=CC=C1Cl)Cl (2,3,6-Trichlorobenzoic acid), ice water, [N+](=O)(O)[O-] (nitric acid).